Dataset: the Open Reaction Database (ORD), a public repository of structured organic reaction records. Task: describe an organic reaction: reactants, conditions, products, and yield Reaction conditions: time 16 hour. Product: Cl.C1(CCCCC1)[C@@H]1COC=2C=3N1C=C(C3C=CC2)C(=O)N2[C@H](CNC[C@H]2C)C ((R)-3-Cyclohexyl-2,3-dihydro-6-[(cis)-2,6-dimethylpiperazin-1-ylcarbonyl]pyrrolo-[1,2,3-de]-1,4-benzoxazine hydrochloride salt). Procedure: To a solution of (R)-3-cyclohexyl-2,3-dihydro-6-[(cis)-4-benzyl-2,6-dimethylpiperazin-1-ylcarbonyl]pyrrolo[1,2,3-de]-1,4-benzoxazine hydrochloride salt (200 mg, 0.42 mmol) in ethanol (5 ml) was added 10% palladium on charcoal (10 mg). The mixture was stirred under a hydrogen atmosphere for 16 h at room temperature. The mixture was filtered and the solvent removed in vacuo to afford the title compound as a white solid (100 mg, 0.26 mmol). Reactants: Cl.C1(CCCCC1)[C@@H]1COC=2C=3N1C=C(C3C=CC2)C(=O)N2[C@H](CN(C[C@H]2C)CC2=CC=CC=C2)C ((R)-3-cyclohexyl-2,3-dihydro-6-[(cis)-4-benzyl-2,6-dimethylpiperazin-1-ylcarbonyl]pyrrolo[1,2,3-de]-1,4-benzoxazine hydrochloride salt). The yield is 61.9%. Solvent: C(C)O (ethanol). Reagents/catalysts: [Pd] (palladium on charcoal). Reaction SMILES: [ClH:1].[CH:2]1([C@H:8]2[N:13]3[CH:14]=[C:15]([C:20]([N:22]4[C@H:27]([CH3:28])[CH2:26][N:25](CC5C=CC=CC=5)[CH2:24][C@@H:23]4[CH3:36])=[O:21])[C:16]4[CH:17]=[CH:18][CH:19]=[C:11]([C:12]=43)[O:10][CH2:9]2)[CH2:7][CH2:6][CH2:5][CH2:4][CH2:3]1>C(O)C.[Pd]>[ClH:1].[CH:2]1([C@H:8]2[N:13]3[CH:14]=[C:15]([C:20]([N:22]4[C@H:23]([CH3:36])[CH2:24][NH:25][CH2:26][C@@H:27]4[CH3:28])=[O:21])[C:16]4[CH:17]=[CH:18][CH:19]=[C:11]([C:12]=43)[O:10][CH2:9]2)[CH2:3][CH2:4][CH2:5][CH2:6][CH2:7]1 |f:0.1,4.5|. Reactants: N[C@@H](CCN1CCC(CC1)C=1C=C(C=CC1)NC(C(C)C)=O)C1=CC=CC=C1 (N-(3-{1-[(3S)-3-amino-3-phenylpropyl]-4-piperidinyl}phenyl)-2-methylpropanamide), C1(=CC=C(C=C1)C(=O)Cl)C1=CC=CC=C1 ([1,1′-biphenyl]-4-carbonyl chloride). Yields the product C(C(C)C)(=O)NC=1C=C(C=CC1)C1CCN(CC1)CC[C@@H](C1=CC=CC=C1)NC(=O)C1=CC=C(C=C1)C1=CC=CC=C1 (N-((1S)-3-{4-[3-(ISOBUTYRYLAMINO)PHENYL]-1-PIPERIDINYL}-1-PHENYLPROPYL)[1,1′-BIPHENYL]-4-CARBOXAMIDE). As a reaction SMILES: [NH2:1][C@H:2]([C:23]1[CH:28]=[CH:27][CH:26]=[CH:25][CH:24]=1)[CH2:3][CH2:4][N:5]1[CH2:10][CH2:9][CH:8]([C:11]2[CH:12]=[C:13]([NH:17][C:18](=[O:22])[CH:19]([CH3:21])[CH3:20])[CH:14]=[CH:15][CH:16]=2)[CH2:7][CH2:6]1.[C:29]1([C:38]2[CH:43]=[CH:42][CH:41]=[CH:40][CH:39]=2)[CH:34]=[CH:33][C:32]([C:35](Cl)=[O:36])=[CH:31][CH:30]=1>>[C:18]([NH:17][C:13]1[CH:12]=[C:11]([CH:8]2[CH2:9][CH2:10][N:5]([CH2:4][CH2:3][C@H:2]([NH:1][C:35]([C:32]3[CH:33]=[CH:34][C:29]([C:38]4[CH:39]=[CH:40][CH:41]=[CH:42][CH:43]=4)=[CH:30][CH:31]=3)=[O:36])[C:23]3[CH:24]=[CH:25][CH:26]=[CH:27][CH:28]=3)[CH2:6][CH2:7]2)[CH:16]=[CH:15][CH:14]=1)(=[O:22])[CH:19]([CH3:21])[CH3:20]. Procedure details: Prepared by Procedure Q1 and Scheme AC using N-(3-{1-[(3S)-3-amino-3-phenylpropyl]-4-piperidinyl}phenyl)-2-methylpropanamide and [1,1′-biphenyl]-4-carbonyl chloride: ESMS m/e: 560.3 (M+H)+. Reactants: C1=CC=CC2=C1CCC(CC2)CN (1-(6,7,8,9-tetrahydro-5H-benzo[7]annulen-7-yl)methanamine), C1=CC=C(C=C1)COC(=O)Cl (benzyl chloridocarbonate), C(C)(C)N(CC)C(C)C (diisopropylethylamine). The solvent is O1CCCC1 (tetrahydrofuran). Run at temperature 25 celsius, time 8 hour. Product: C(C1=CC=CC=C1)OC(NCC1CCC2=C(CC1)C=CC=C2)=O (Benzyl(6,7,8,9-tetrahydro-5H-benzo[7]annulen-7-ylmethyl)carbamate). The yield is 91.1%. Reaction SMILES: [CH:1]1[C:6]2[CH2:7][CH2:8][CH:9]([CH2:12][NH2:13])[CH2:10][CH2:11][C:5]=2[CH:4]=[CH:3][CH:2]=1.[CH:14]1[CH:19]=[CH:18][C:17]([CH2:20][O:21][C:22](Cl)=[O:23])=[CH:16][CH:15]=1.C(N(C(C)C)CC)(C)C>O1CCCC1>[CH2:20]([O:21][C:22](=[O:23])[NH:13][CH2:12][CH:9]1[CH2:8][CH2:7][C:6]2[CH:1]=[CH:2][CH:3]=[CH:4][C:5]=2[CH2:11][CH2:10]1)[C:17]1[CH:18]=[CH:19][CH:14]=[CH:15][CH:16]=1. Procedure: To a solution of 1-(6,7,8,9-tetrahydro-5H-benzo[7]annulen-7-yl)methanamine (100 mg, 0.472 mmol) in tetrahydrofuran (5 ml) was added benzyl chloridocarbonate (0.074 ml, 0.520 mmol) and diisopropylethylamine (0.181 ml, 1.039 mmol). The mixture was stirred overnight at 25° C., and then concentrated. The residue was purified by flash chromatography on a Biotage Horizon, 25S column, eluting with 1 column volume of 100% hexanes followed by a gradient of 0 to 100% EtOAc in hexanes over 10 column volume... Reactants: FC(S(=O)(=O)OCC(F)(F)F)(F)F (2,2,2-Trifluoroethyl trifluoromethanesulfonate), O1C(CNCC12CCN(CC2)C(=O)OC(C)(C)C)C(=O)OC (9-tert-butyl 2-methyl 1-oxa-4,9-diazaspiro[5.5]undecane-2,9-dicarboxylate), C(=O)(O)[O-].[Na+] (NaHCO3). Run in CCO (EtOH). Run at temperature 70 celsius. Yields the product FC(CN1CC(OC2(C1)CCN(CC2)C(=O)OC(C)(C)C)C(=O)OC)(F)F (9-tert-butyl 2-methyl 4-(2,2,2-trifluoroethyl)-1-oxa-4,9-diazaspiro[5.5]undecane-2,9-dicarboxylate). Isolated yield 70.0%. Reaction SMILES: FC(F)(F)S(O[CH2:7][C:8]([F:11])([F:10])[F:9])(=O)=O.[O:14]1[C:19]2([CH2:24][CH2:23][N:22]([C:25]([O:27][C:28]([CH3:31])([CH3:30])[CH3:29])=[O:26])[CH2:21][CH2:20]2)[CH2:18][NH:17][CH2:16][CH:15]1[C:32]([O:34][CH3:35])=[O:33].C([O-])(O)=O.[Na+]>CCO>[F:9][C:8]([F:11])([F:10])[CH2:7][N:17]1[CH2:18][C:19]2([CH2:24][CH2:23][N:22]([C:25]([O:27][C:28]([CH3:31])([CH3:30])[CH3:29])=[O:26])[CH2:21][CH2:20]2)[O:14][CH:15]([C:32]([O:34][CH3:35])=[O:33])[CH2:16]1 |f:2.3|. Procedure details: 2,2,2-Trifluoroethyl trifluoromethanesulfonate (164 μL, 1.06 mmol) was added to a solution of 9-tert-butyl 2-methyl 1-oxa-4,9-diazaspiro[5.5]undecane-2,9-dicarboxylate (222 mg, 0.71 mmol) and NaHCO3 (237 mg, 2.83 mmol) in anhydrous EtOH (6 mL) at room temperature. The reaction mixture was purged with argon, sealed with a cap and heated at 70° C. for 12 hours. The reaction mixture was cooled to room temperature, filtered and concentrated in vacuo. The crude material was purified by silica gel col... The reactants are C=CCOc1cccnc1CO, ClCCl, [Na+], [Na+], [Na+], O=C([O-])O, O=S([O-])([O-])=S. Product: C=CCOc1cccnc1C=O. As a reaction SMILES: [CH2:1]([CH:2]=[CH2:3])[O:4][c:5]1[c:6]([CH2:11][OH:12])[n:7][cH:8][cH:9][cH:10]1.[Cl:25][CH2:26][Cl:27].[Na+:17].[Na+:23].[Na+:24].[O-:13][C:14]([OH:15])=[O:16].[S:18]([O-:19])([O-:20])(=[O:21])=[S:22]>>[CH2:1]([CH:2]=[CH2:3])[O:4][c:5]1[c:6]([CH:11]=[O:12])[n:7][cH:8][cH:9][cH:10]1. The reactants are C[Al](C)C (AlMe3), [Si](C)(C)(C)N=[N+]=[N-] (TMSN3), C(C)N1C2=CC=CC=C2C=2C=C(C=CC12)CN1CC(CCC1)C#N (1-((9-Ethyl-9H-carbazol-3-yl)methyl)piperidine-3-carbonitrile). Run in C1(=CC=CC=C1)C (toluene). Run at temperature 80 celsius, time 8 hour. Yields the product N1N=NN=C1C1CN(CCC1)CC=1C=CC=2N(C3=CC=CC=C3C2C1)CC (3-((3-(1H-tetrazol-5-yl)piperidin-1-yl)methyl)-9-ethyl-9H-carbazole). Isolated yield 10.9%. Reaction SMILES: [CH2:1]([N:3]1[C:15]2[CH:14]=[CH:13][C:12]([CH2:16][N:17]3[CH2:22][CH2:21][CH2:20][CH:19]([C:23]#[N:24])[CH2:18]3)=[CH:11][C:10]=2[C:9]2[C:4]1=[CH:5][CH:6]=[CH:7][CH:8]=2)[CH3:2].C[Al](C)C.[Si]([N:33]=[N+:34]=[N-:35])(C)(C)C>C1(C)C=CC=CC=1>[NH:33]1[C:23]([CH:19]2[CH2:20][CH2:21][CH2:22][N:17]([CH2:16][C:12]3[CH:13]=[CH:14][C:15]4[N:3]([CH2:1][CH3:2])[C:4]5[C:9]([C:10]=4[CH:11]=3)=[CH:8][CH:7]=[CH:6][CH:5]=5)[CH2:18]2)=[N:24][N:35]=[N:34]1. Procedure details: A 100-mL 3-necked round-bottomed flask was charged with a solution of 1-((9-Ethyl-9H-carbazol-3-yl)methyl)piperidine-3-carbonitrile (700 mg, 2.17 mmol, 1.00 equiv, 98%) in toluene (30 mL). To this solution was add AlMe3 (960 mg, 13.07 mmol, 6.02 equiv, 98%) and TMSN3 (1.52 g, 12.95 mmol, 5.97 equiv, 98%). The resulting mixture was stirred at 80° C. overnight. Upon completion, it was cooled down to room temperature and transferred into a reparatory funnel and extracted with ethyl acetate (3×50 mL... Reactants: ClCCl, N, NCC(N)Cc1ccnc2ccccc12. The product is C1=NC(Cc2ccnc3ccccc23)CN1. RXN SMILES: [Cl:17][CH2:18][Cl:19].[NH3:16].[n:1]1[cH:2][cH:3][c:4]([CH2:11][CH:12]([CH2:13][NH2:14])[NH2:15])[c:5]2[cH:6][cH:7][cH:8][cH:9][c:10]12>>[n:1]1[cH:2][cH:3][c:4]([CH2:11][CH:12]2[CH2:13][NH:14][CH:18]=[N:15]2)[c:5]2[cH:6][cH:7][cH:8][cH:9][c:10]12.